From a dataset of the Open Reaction Database (ORD), a public repository of structured organic reaction records. describe an organic reaction: reactants, conditions, products, and yield The reactants are ClC1=CC=CC=C1 (chlorobenzene), NCC1CCNCC1 (4-(aminomethyl)piperidine), CC(C)(C)[O-].[Na+] (NaOt-Bu). Run in O1CCOCC1 (dioxane). Reaction conditions: temperature 80 celsius. The product is N1CCC(CC1)CNC1=CC=CC=C1 (N-(piperidin-4-ylmethyl)aniline). The yield is 83.6%. RXN SMILES: Cl[C:2]1[CH:7]=[CH:6][CH:5]=[CH:4][CH:3]=1.[NH2:8][CH2:9][CH:10]1[CH2:15][CH2:14][NH:13][CH2:12][CH2:11]1.CC([O-])(C)C.[Na+]>O1CCOCC1>[NH:13]1[CH2:14][CH2:15][CH:10]([CH2:9][NH:8][C:2]2[CH:7]=[CH:6][CH:5]=[CH:4][CH:3]=2)[CH2:11][CH2:12]1 |f:2.3|. Procedure: Following general procedure F, a mixture of chlorobenzene (102 μL, 1.0 mmol), 4-(aminomethyl)piperidine (137 mg, 1.2 mmol), NaOt-Bu (192 mg, 2.0 mmol), 10 (8 mg, 1 mol %), 1 (5 mg, 1 mol %), and dioxane (1 mL) was heated to 80° C. for 15 h. The crude product was purified via the Biotage SP4 (silica-packed 50 g snap; 7-9% MeOH/CH2Cl2) to provide the title compound as a white solid (159 mg, 84%), mp 60-61° C. 1H NMR (300 MHz, DMSO) δ: 7.02 (t, J=7.5 Hz, 2H), 6.52 (d, J=8.0 Hz, 2H), 6.46 (t, J=8.0 ... Starting materials: COC(=O)Cc1cc(Cl)cc(OC(F)F)c1, CO, COC=O, [Na], O. Yields the product COC(=O)C(C=O)c1cc(Cl)cc(OC(F)F)c1. RXN SMILES: [CH3:1][O:2][C:3]([CH2:4][c:5]1[cH:6][c:7]([Cl:15])[cH:8][c:9]([O:11][CH:12]([F:13])[F:14])[cH:10]1)=[O:16].[CH3:22][OH:23].[CH:17](=[O:18])[O:19][CH3:20].[Na:21].[OH2:24]>>[CH3:1][O:2][C:3]([CH:4]([c:5]1[cH:6][c:7]([Cl:15])[cH:8][c:9]([O:11][CH:12]([F:13])[F:14])[cH:10]1)[CH:17]=[O:18])=[O:16]. Starting materials: [N+](=O)([O-])C1=CC=C(C=N1)N1C(CN(CC1)C(=O)OC(C)(C)C)=O (tert-Butyl 4-(6-Nitropyridin-3-yl)-3-oxopiperazine-1-carboxylate). Run in C(C)O (ethanol). Run at time 4 hour. The product is NC1=CC=C(C=N1)N1C(CN(CC1)C(=O)OC(C)(C)C)=O (tert-Butyl 4-(6-aminopyridin-3-yl)-3-oxopiperazine-1-carboxylate). Yield: 94.9%. As a reaction SMILES: [N+:1]([C:4]1[N:9]=[CH:8][C:7]([N:10]2[CH2:15][CH2:14][N:13]([C:16]([O:18][C:19]([CH3:22])([CH3:21])[CH3:20])=[O:17])[CH2:12][C:11]2=[O:23])=[CH:6][CH:5]=1)([O-])=O>C(O)C>[NH2:1][C:4]1[N:9]=[CH:8][C:7]([N:10]2[CH2:15][CH2:14][N:13]([C:16]([O:18][C:19]([CH3:21])([CH3:20])[CH3:22])=[O:17])[CH2:12][C:11]2=[O:23])=[CH:6][CH:5]=1. Reported procedure: A 250-mL Parr reactor bottle was purged with nitrogen and charged with 10% palladium on carbon (50% wet, 100 mg dry weight) and a solution of 121a (500 mg, 1.55 mmol) in ethanol (20 mL). The bottle was attached to Parr hydrogenator, evacuated, charged with hydrogen gas to a pressure of 45 psi and shaken for 4 h. After this time, the hydrogen was evacuated, and nitrogen was charged into the bottle. Celite 521 (1.0 g) was added, and the mixture was filtered through a pad of Celite 521. The filter ... Reported procedure: A solution of the product from Example 219 (0.3 g) in tetrahydrofuran (2 ml) containing 4 amino-1-piperidinecarboxylic acid, 1,1-dimethylethyl ester (0. 161 g) and N-ethyldiisopropylamine (0.5 ml) was stirred for 16 hours before evaporating to dryness. The residue was taken into dichloromethane (30 ml) and trifluoroacetic acid (3 ml) added. The solution was stirred for 30 minutes then concentrated to give the title compound (310 mg). Product: ClC=1C2=C(N=C(N1)SCC1=CC=CC=C1)N=C(S2)NC2CCNCC2 (7-Chloro-5-[(phenylmethyl)thio]-N-(4-piperidinyl)-thiazolo[4,5-d]pyrimidin-2-amine). Conditions: time 16 hour. The reactants are BrC=1SC2=C(N=C(N=C2Cl)SCC2=CC=CC=C2)N1 (2-Bromo-7-chloro-5-[(phenylmethyl)thio]thiazolo[4,5-d]pyrimidine), NC1N(CCCC1)C(=O)OC(C)(C)C (amino-1-piperidinecarboxylic acid, 1,1-dimethylethyl ester), C(C)N(C(C)C)C(C)C (N-ethyldiisopropylamine). Solvent: O1CCCC1 (tetrahydrofuran). As a reaction SMILES: Br[C:2]1[S:3][C:4]2[C:9]([Cl:10])=[N:8][C:7]([S:11][CH2:12][C:13]3[CH:18]=[CH:17][CH:16]=[CH:15][CH:14]=3)=[N:6][C:5]=2[N:19]=1.N[CH:21]1[CH2:26][CH2:25][CH2:24][CH2:23][N:22]1C(OC(C)(C)C)=O.C([N:36](C(C)C)C(C)C)C>O1CCCC1>[Cl:10][C:9]1[C:4]2[S:3][C:2]([NH:36][CH:25]3[CH2:24][CH2:23][NH:22][CH2:21][CH2:26]3)=[N:19][C:5]=2[N:6]=[C:7]([S:11][CH2:12][C:13]2[CH:18]=[CH:17][CH:16]=[CH:15][CH:14]=2)[N:8]=1. The reactants are C(C)(C)(C)OC(=O)NC=1SC(=C(N1)C=1OC=CC1)CN1CCOCC1 (2-(tert-Butoxycarbonylamino)-4-(2-furyl)-5-morpholinomethylthiazole). The solvent is FC(C(=O)O)(F)F (trifluoroacetic acid). Reaction conditions: time 30 minute. Yields the product NC=1SC(=C(N1)C=1OC=CC1)CN1CCOCC1 (2-amino-4-(2-furyl)-5-(morpholinomethyl)thiazole). Isolated yield 983.4%. Reaction SMILES: C(OC([NH:8][C:9]1[S:10][C:11]([CH2:19][N:20]2[CH2:25][CH2:24][O:23][CH2:22][CH2:21]2)=[C:12]([C:14]2[O:15][CH:16]=[CH:17][CH:18]=2)[N:13]=1)=O)(C)(C)C>FC(F)(F)C(O)=O>[NH2:8][C:9]1[S:10][C:11]([CH2:19][N:20]2[CH2:21][CH2:22][O:23][CH2:24][CH2:25]2)=[C:12]([C:14]2[O:15][CH:16]=[CH:17][CH:18]=2)[N:13]=1. Procedure: Compound 93 (1.15 g, 0.32 mmol) was dissolved in trifluoroacetic acid (12 mL), followed by stirring at room temperature for 30 minutes. The reaction mixture was concentrated under reduced pressure, and aqueous 1 mol/L sodium hydroxide solution and a mixed solvent (4:1) of chloroform and 2-propanol were added to the resulting residue, and the organic layer was separated. The organic layer was dried over anhydrous magnesium sulfate, and then the solvent was distilled away under reduced pressure to... The reactants are C, CO, [H][H], [Pd], OCC=CCC(c1ccccc1)c1ccccc1. The product is OCCCCC(c1ccccc1)c1ccccc1. RXN SMILES: [C:21].[CH3:1][OH:2].[H:23][H:24].[Pd:22].[c:3]1([CH:9]([CH2:10][CH:11]=[CH:12][CH2:13][OH:14])[c:15]2[cH:16][cH:17][cH:18][cH:19][cH:20]2)[cH:4][cH:5][cH:6][cH:7][cH:8]1>>[c:3]1([CH:9]([CH2:10][CH2:11][CH2:12][CH2:13][OH:14])[c:15]2[cH:16][cH:17][cH:18][cH:19][cH:20]2)[cH:4][cH:5][cH:6][cH:7][cH:8]1. Starting materials: C1(=CC=C(C=C1)S(=O)(=O)Cl)C (p-Toluenesulfonyl chloride), C=1(O)C(O)=CC=CC1 (pyrocatechol), C([O-])([O-])=O.[K+].[K+] (potassium carbonate). Yields the product C=1(C(=CC=CC1)S(=O)(=O)Cl)C (toluenesulfonyl chloride). The yield is 42.6%. As a reaction SMILES: [C:1]1(C)[CH:6]=[CH:5][C:4]([S:7]([Cl:10])(=[O:9])=[O:8])=[CH:3][CH:2]=1.[C:12]1(C(=CC=CC=1)O)O.C(=O)([O-])[O-].[K+].[K+]>>[C:3]1([CH3:12])[C:4]([S:7]([Cl:10])(=[O:8])=[O:9])=[CH:5][CH:6]=[CH:1][CH:2]=1 |f:2.3.4|. Procedure details: p-Toluenesulfonyl chloride (2.88 g, 15.08 mmol) was added in two portions, 30 minutes apart, to a stirring solution of pyrocatechol (1.49 g, 13.53 mmol) and potassium carbonate (2.05 g, 14.85 mmol). The solution was heated to reflux for 4 hours. The cooled solution was evaporated under reduced pressure, and the residue was taken up in ethyl acetate (100 cm3) and water (100 cm3). The aqueous layer was extracted with ethyl acetate (2×100 cm3), and the combined extracts were washed with brine (2×20...